From a dataset of the Open Reaction Database (ORD), a public repository of structured organic reaction records. describe an organic reaction: reactants, conditions, products, and yield Product: COc1cc(OS(C)(=O)=O)ccc1-c1nc2ccc(C(F)(F)F)cc2[nH]1. Reaction SMILES: [CH3:24][S:25](=[O:26])(=[O:27])[OH:28].[Cl-:23].[F:1][C:2]([c:3]1[cH:4][c:5]2[c:6]([n:7][c:8](-[c:10]3[c:11]([O:17][CH3:18])[cH:12][c:13]([OH:16])[cH:14][cH:15]3)[nH:9]2)[cH:19][cH:20]1)([F:21])[F:22]>>[F:1][C:2]([c:3]1[cH:4][c:5]2[c:6]([n:7][c:8](-[c:10]3[c:11]([O:17][CH3:18])[cH:12][c:13]([O:16][S:25]([CH3:24])(=[O:26])=[O:27])[cH:14][cH:15]3)[nH:9]2)[cH:19][cH:20]1)([F:21])[F:22]. Reactants: CS(=O)(=O)O, [Cl-], COc1cc(O)ccc1-c1nc2ccc(C(F)(F)F)cc2[nH]1. Starting materials: ClCCl, O=C(O)C(F)(F)F, COc1ccc(CC2COC(=O)C2Cc2ccc(OC(=O)N3CCN(C(=O)OC(C)(C)C)CC3)c(OC)c2)cc1OC. Product: COc1ccc(CC2COC(=O)C2Cc2ccc(OC(=O)N3CCNCC3)c(OC)c2)cc1OC. RXN SMILES: [Cl:50][CH2:51][Cl:52].[F:43][C:44]([F:45])([F:46])[C:47]([OH:48])=[O:49].[N:1]1([C:36]([O:37][C:38]([CH3:39])([CH3:40])[CH3:41])=[O:42])[CH2:2][CH2:3][N:4]([C:7](=[O:8])[O:9][c:10]2[c:11]([O:34][CH3:35])[cH:12][c:13]([CH2:16][CH:17]3[C:18](=[O:33])[O:19][CH2:20][CH:21]3[CH2:22][c:23]3[cH:24][c:25]([O:31][CH3:32])[c:26]([O:29][CH3:30])[cH:27][cH:28]3)[cH:14][cH:15]2)[CH2:5][CH2:6]1>>[NH:1]1[CH2:2][CH2:3][N:4]([C:7](=[O:8])[O:9][c:10]2[c:11]([O:34][CH3:35])[cH:12][c:13]([CH2:16][CH:17]3[C:18](=[O:33])[O:19][CH2:20][CH:21]3[CH2:22][c:23]3[cH:24][c:25]([O:31][CH3:32])[c:26]([O:29][CH3:30])[cH:27][cH:28]3)[cH:14][cH:15]2)[CH2:5][CH2:6]1.